Dataset: the Open Reaction Database (ORD), a public repository of structured organic reaction records. Task: describe an organic reaction: reactants, conditions, products, and yield Reactants: B, O=C([O-])O, Cl, N#Cc1c(F)cccc1I, [Na+], C1CCOC1, C1CCOC1. Yields the product NCc1c(F)cccc1I. Reaction SMILES: [BH3:16].[C:18](=[O:19])([OH:20])[O-:21].[ClH:17].[F:1][c:2]1[c:3]([C:4]#[N:5])[c:6]([I:10])[cH:7][cH:8][cH:9]1.[Na+:22].[O:11]1[CH2:12][CH2:13][CH2:14][CH2:15]1.[O:23]1[CH2:24][CH2:25][CH2:26][CH2:27]1>>[F:1][c:2]1[c:3]([CH2:4][NH2:5])[c:6]([I:10])[cH:7][cH:8][cH:9]1. Reactants: C(C)(=O)OC1CCC(CC1)NC(=O)OC(C)(C)C (4-[[(tert-butoxy)carbonyl]amino]cyclohexyl acetate), C([O-])([O-])=O.[K+].[K+] (potassium carbonate). The solvent is CO (methanol). Conditions: temperature 25 celsius, time 8 hour. Yields the product OC1CCC(CC1)NC(OC(C)(C)C)=O (tert-butyl N-(4-hydroxycyclohexyl)carbamate). Isolated yield 107.8%. Reaction SMILES: C([O:4][CH:5]1[CH2:10][CH2:9][CH:8]([NH:11][C:12]([O:14][C:15]([CH3:18])([CH3:17])[CH3:16])=[O:13])[CH2:7][CH2:6]1)(=O)C.C(=O)([O-])[O-].[K+].[K+]>CO>[OH:4][CH:5]1[CH2:10][CH2:9][CH:8]([NH:11][C:12](=[O:13])[O:14][C:15]([CH3:17])([CH3:16])[CH3:18])[CH2:7][CH2:6]1 |f:1.2.3|. Reported procedure: A mixture of 4-[[(tert-butoxy)carbonyl]amino]cyclohexyl acetate (2.43 g, 9.44 mmol, 1.00 equiv), methanol (30 mL) and potassium carbonate (2 g, 14.37 mmol, 1.50 equiv) was stirred overnight at 25° C. The resulting mixture was concentrated under vacuum. Water (50 mL) was added and the resulting solution was extracted with 3×70 mL of dichloromethane. The organic layers were combined and washed with 2×200 mL of brine. The organic layer was dried over anhydrous sodium sulfate and concentrated under ... Starting materials: C(C)OC1=C(O[C@H]2CN(CCC2)C2=NC=C(C(=O)O)C=C2F)C=CC=C1 ((R)-6-(3-(2-ethoxyphenoxy)piperidin-1-yl)-5-fluoronicotinic acid), N[C@@H]1[C@@H](CCC1)C(=O)OC (methyl (1R,2S)-2-aminocyclopentane-1-carboxylate), CCN=C=NCCCN(C)C.Cl (EDCl), Ester, [Li+].[OH-] (LiOH). Yields the product C(C)OC1=C(O[C@H]2CN(CCC2)C2=NC=C(C(=O)N[C@@H]3[C@@H](CCC3)C(=O)O)C=C2F)C=CC=C1 ((1R,2S)-2-(6-((R)-3-(2-ethoxyphenoxy)piperidin-1-yl)-5-fluoronicotinamido)cyclopentane-1-carboxylic acid). RXN SMILES: [CH2:1]([O:3][C:4]1[CH:26]=[CH:25][CH:24]=[CH:23][C:5]=1[O:6][C@@H:7]1[CH2:12][CH2:11][CH2:10][N:9]([C:13]2[C:21]([F:22])=[CH:20][C:16]([C:17](O)=[O:18])=[CH:15][N:14]=2)[CH2:8]1)[CH3:2].[NH2:27][C@H:28]1[CH2:32][CH2:31][CH2:30][C@H:29]1[C:33]([O:35]C)=[O:34].CCN=C=NCCCN(C)C.Cl.[Li+].[OH-]>>[CH2:1]([O:3][C:4]1[CH:26]=[CH:25][CH:24]=[CH:23][C:5]=1[O:6][C@@H:7]1[CH2:12][CH2:11][CH2:10][N:9]([C:13]2[C:21]([F:22])=[CH:20][C:16]([C:17]([NH:27][C@H:28]3[CH2:32][CH2:31][CH2:30][C@H:29]3[C:33]([OH:35])=[O:34])=[O:18])=[CH:15][N:14]=2)[CH2:8]1)[CH3:2] |f:2.3,4.5|. Reported procedure: (1R,2S)-2-(6-((R)-3-(2-ethoxyphenoxy)piperidin-1-yl)-5-fluoronicotinamido)cyclopentane-1-carboxylic acid was prepared from (R)-6-(3-(2-ethoxyphenoxy)piperidin-1-yl)-5-fluoronicotinic acid and methyl (1R,2S)-2-aminocyclopentane-1-carboxylate using Amidation Method 2 (EDCl) and Ester Hydrolysis Method 1 (LiOH). 1H NMR (400 MHz, DMSO-d6) δ 11.3 (s, 1H), 8.35 (s, 1H), 7.59 (dd, 1H), 7.03 (d, 1H), 6.91 (m, 3H), 4.38 (m, 1H), 4.05 (dd, 1H), 3.93 (m, 3H), 3.69 (m, 1H), 3.50 (m, 2H), 2.33 (m, 1H), 1.98 ...